From a dataset of the Open Reaction Database (ORD), a public repository of structured organic reaction records. describe an organic reaction: reactants, conditions, products, and yield RXN SMILES: [Br-:17].[Br:1][c:2]1[cH:3][cH:4][cH:5][c:6]2[cH:7][cH:8][nH:9][c:10]12.[CH2:18]([Mg+:19])[CH3:20].[CH3:23][c:24]1[cH:25][cH:26][cH:27][cH:28][cH:29]1.[Cl-:21].[Cl:11][CH2:12][CH2:13][CH2:14][C:15]#[N:16].[NH4+:22]>>[Br:1][c:2]1[cH:3][cH:4][cH:5][c:6]2[c:7]([CH2:12][CH2:13][CH2:14][C:15]#[N:16])[cH:8][nH:9][c:10]12. Starting materials: [Br-], Brc1cccc2cc[nH]c12, CC[Mg+], Cc1ccccc1, [Cl-], N#CCCCCl, [NH4+]. Product: N#CCCCc1c[nH]c2c(Br)cccc12. The reactants are CCN(C(C)C)C(C)C (DIPEA), FC=1C=C2CC[C@]([C@H](C2=CC1)C(C)C)(O)CCN(C)CCCNCC(COC)(C)COC ((1S,2S)-6-fluoro-1-isopropyl-2-(2-{[3-(3-methoxy-2-methoxymethyl-2-methyl-propylamino)-propyl]-methyl-amino}-ethyl)-1,2,3,4-tetrahydro-naphthalen-2-ol), FCC(=O)Cl (fluoroacetyl chloride). Run in C(Cl)Cl (DCM). Conditions: temperature 0 celsius, time 20 minute. The product is FCC(=O)N(CC(COC)(C)COC)CCCN(C)CC[C@@]1([C@H](C2=CC=C(C=C2CC1)F)C(C)C)O (2-fluoro-N-(3-{[2-((1S,2S)-6-fluoro-2-hydroxy-1-isopropyl-1,2,3,4-tetrahydro-naphthalen-2-yl)-ethyl]-methyl-amino}-propyl)-N-(3-methoxy-2-methoxymethyl-2-methyl-propyl)-acetamide). Reaction SMILES: [F:1][C:2]1[CH:3]=[C:4]2[C:9](=[CH:10][CH:11]=1)[C@H:8]([CH:12]([CH3:14])[CH3:13])[C@:7]([CH2:16][CH2:17][N:18]([CH2:20][CH2:21][CH2:22][NH:23][CH2:24][C:25]([CH2:30][O:31][CH3:32])([CH3:29])[CH2:26][O:27][CH3:28])[CH3:19])([OH:15])[CH2:6][CH2:5]2.CCN(C(C)C)C(C)C.[F:42][CH2:43][C:44](Cl)=[O:45]>C(Cl)Cl>[F:42][CH2:43][C:44]([N:23]([CH2:22][CH2:21][CH2:20][N:18]([CH2:17][CH2:16][C@@:7]1([OH:15])[CH2:6][CH2:5][C:4]2[C:9](=[CH:10][CH:11]=[C:2]([F:1])[CH:3]=2)[C@@H:8]1[CH:12]([CH3:14])[CH3:13])[CH3:19])[CH2:24][C:25]([CH2:26][O:27][CH3:28])([CH3:29])[CH2:30][O:31][CH3:32])=[O:45]. Procedure: To a solution of 2.73 g of (1S,2S)-6-fluoro-1-isopropyl-2-(2-{[3-(3-methoxy-2-methoxymethyl-2-methyl-propylamino)-propyl]-methyl-amino}-ethyl)-1,2,3,4-tetrahydro-naphthalen-2-ol in DCM (29 mL) was added at 0° C., 1.5 mL of DIPEA and 1.1 mL of fluoroacetyl chloride. The mixture was stirred for 20 min at 0° C. then allowed to warm up to rt for 1 h and quenched with sat.-NaHCO3. The organic phase was dried over anh. Na2SO4 and concentrated in vacuo. The resulting crude ester was dissolved in EtOH (... Starting materials: C(#N)N=C(OC(C)C)C=1C=NC=CC1 (Isopropyl N-cyano-3-pyridinecarboximidate), FC(C=1C=C(CN)C=C(C1)C(F)(F)F)(F)F (3,5-bis(trifluoromethyl)benzylamine). Run in CO (methanol). Conditions: time 1 hour. Yields the product C(#N)NC(=NCC1=CC(=CC(=C1)C(F)(F)F)C(F)(F)F)C=1C=NC=CC1 (N-cyano-N'-[3,5-bis(trifluoromethyl)benzyl]-3-pyridinecarboximidamide). Yield: 35.0%. As a reaction SMILES: [C:1]([N:3]=[C:4]([C:9]1[CH:10]=[N:11][CH:12]=[CH:13][CH:14]=1)OC(C)C)#[N:2].[F:15][C:16]([F:30])([F:29])[C:17]1[CH:18]=[C:19]([CH:22]=[C:23]([C:25]([F:28])([F:27])[F:26])[CH:24]=1)[CH2:20][NH2:21]>CO>[C:1]([NH:3][C:4]([C:9]1[CH:10]=[N:11][CH:12]=[CH:13][CH:14]=1)=[N:21][CH2:20][C:19]1[CH:22]=[C:23]([C:25]([F:26])([F:27])[F:28])[CH:24]=[C:17]([C:16]([F:15])([F:29])[F:30])[CH:18]=1)#[N:2]. Reported procedure: Isopropyl N-cyano-3-pyridinecarboximidate (0.50 g, 2.6 mmol) was dissolved in methanol (10 ml), and 3,5-bis(trifluoromethyl)benzylamine (0.71 g, 2.9 mmol) was added. The mixture was stirred at room temperature for 1 hour. After the reaction was completed, the reaction solution was concentrated under reduced pressure, and the concentrated residue thus obtained was crystallized from diethyl ether to give the title compound (0.34 g, 0.91 mmol, yield: 35%) as colorless crystals. Starting materials: [Mg] (Magnesium), C(CC(=O)[O-])(=O)OCC (ethyl malonate), C(C(=O)Cl)(=O)Cl (Oxalyl chloride), ClC1=C(C(=O)O)C=C(C(=C1)F)C (2-chloro-4-fluoro-5-methylbenzoic acid). Reagents/catalysts: CN(C=O)C (N,N-dimethylformamide). Solvent: C(Cl)(Cl)(Cl)Cl (carbon tetrachloride), C(C)O (ethanol), O1CCCC1 (tetrahydrofuran), C(Cl)Cl (methylene chloride). Conditions: temperature 80 celsius, time 4 hour. The product is ClC1=C(C(=O)CC(=O)OCC)C=C(C(=C1)F)C (Ethyl 2-Chloro-4-fluoro-5-methylbenzoylacetate). As a reaction SMILES: [Mg].[C:2]([O:8][CH2:9][CH3:10])(=[O:7])[CH2:3][C:4]([O-:6])=O.C(Cl)(=O)C(Cl)=O.[Cl:17][C:18]1[CH:26]=[C:25]([F:27])[C:24]([CH3:28])=[CH:23][C:19]=1C(O)=O>O1CCCC1.CN(C)C=O.C(Cl)Cl.C(Cl)(Cl)(Cl)Cl.C(O)C>[Cl:17][C:18]1[CH:26]=[C:25]([F:27])[C:24]([CH3:28])=[CH:23][C:19]=1[C:4]([CH2:3][C:2]([O:8][CH2:9][CH3:10])=[O:7])=[O:6]. Procedure details: Magnesium (110 mg), ethanol (2 ml) and carbon tetrachloride (0.2 ml) were stirred at room temperature to activate them. A solution of ethyl malonate (0.7 ml) in tetrahydrofuran (6 ml) was added dropwise to the activated mixture, followed by stirring at 80° C. for 4 hours. After the reaction mixture was allowed to cool, it was chilled to -40° C. Oxalyl chloride (0.4 ml) and N,N-dimethylformamide (1 drop) were added to a solution of 2-chloro-4-fluoro-5-methylbenzoic acid (800 mg) in methylene chlo... The reactants are ClC=1C(C(=C(C(C1Cl)=O)C#N)C#N)=O (2,3-dichloro-5,6-dicyano-1,4-benzoquinone), C(C)OC(=O)C1CCC2=C(SC3=C2C=C(C=C3)C)C1 (8-methyl-1,2,3,4-tetrahydrodibenzothiophene-3-carboxylic acid ethyl ester). Solvent: O1CCOCC1 (dioxane), O1CCOCC1 (dioxane). Conditions: time 20 hour. Product: C(C)OC(=O)C=1C=CC2=C(SC3=C2C=C(C=C3)C)C1 (8-methyldibenzothiophene-3-carboxylic acid ethyl ester). RXN SMILES: ClC1C(=O)C(C#N)=C(C#N)C(=O)C=1Cl.[CH2:15]([O:17][C:18]([CH:20]1[CH2:33][C:24]2[S:25][C:26]3[CH:31]=[CH:30][C:29]([CH3:32])=[CH:28][C:27]=3[C:23]=2[CH2:22][CH2:21]1)=[O:19])[CH3:16]>O1CCOCC1>[CH2:15]([O:17][C:18]([C:20]1[CH:21]=[CH:22][C:23]2[C:27]3[CH:28]=[C:29]([CH3:32])[CH:30]=[CH:31][C:26]=3[S:25][C:24]=2[CH:33]=1)=[O:19])[CH3:16]. Procedure: To a 500 ml. three-necked flask provided with a condenser, stirrer and dropping funnel was added 10 g. of 2,3-dichloro-5,6-dicyano-1,4-benzoquinone (DDQ) and 200 ml. of dioxane. To the solution, heated to reflux, was added at a rapid rate a solution of 5.5 g. of 8-methyl-1,2,3,4-tetrahydrodibenzothiophene-3-carboxylic acid ethyl ester in 50 ml. of dioxane. The solution was refluxed and stirred for 20 hours, cooled to room temperature and filtered to remove the hydroquinone. The solvent was remov... The reactants are C(C)OC(CSC1=CN=C(S1)NC(=O)N(C1CCCCC1)[C@@H]1CN(CCC1)C(C)=O)=O ({2-[3-(1-Acetyl-piperidin-3(S)-yl)-3-cyclohexyl-ureido]-thiazol-5-ylsulfanyl}-acetic acid ethyl ester), C(C)OC(CSC1=CN=C(S1)N)=O ((2-amino-thiazol-5-ylsulfanyl)-acetic acid ethyl ester), ( B ), C1(CCCCC1)N[C@@H]1CN(CCC1)C(C)=O (1-(3(S)cyclohexylamino-piperidin-1-yl)-ethanone). The product is C(C)(=O)N1C[C@H](CCC1)N(C(NC=1SC(=CN1)SCC(=O)O)=O)C1CCCCC1 ({2-[3-(1-Acetyl-piperidin-3(S)-yl)-3-cyclohexyl-ureido]-thiazol-5-ylsulfanyl}-acetic acid). As a reaction SMILES: C([O:3][C:4](=[O:31])[CH2:5][S:6][C:7]1[S:11][C:10]([NH:12][C:13]([N:15]([C@H:22]2[CH2:27][CH2:26][CH2:25][N:24]([C:28](=[O:30])[CH3:29])[CH2:23]2)[CH:16]2[CH2:21][CH2:20][CH2:19][CH2:18][CH2:17]2)=[O:14])=[N:9][CH:8]=1)C.C1(N[C@H]2CCCN(C(=O)C)C2)CCCCC1.C(OC(=O)CSC1SC(N)=NC=1)C>>[C:28]([N:24]1[CH2:25][CH2:26][CH2:27][C@H:22]([N:15]([CH:16]2[CH2:21][CH2:20][CH2:19][CH2:18][CH2:17]2)[C:13](=[O:14])[NH:12][C:10]2[S:11][C:7]([S:6][CH2:5][C:4]([OH:31])=[O:3])=[CH:8][N:9]=2)[CH2:23]1)(=[O:30])[CH3:29]. Procedure: {2-[3-(1-Acetyl-piperidin-3(S)-yl)-3-cyclohexyl-ureido]-thiazol-5-ylsulfanyl}-acetic acid ethyl ester prepared as described in general procedures (A) and (B). using 1-(3(S)cyclohexylamino-piperidin-1-yl)-ethanone and (2-amino-thiazol-5-ylsulfanyl)-acetic acid ethyl ester. Hydrolysis using general procedure (F) gave the title compound. Starting materials: CCN(C(C)C)C(C)C (DIPEA), C(C)(C)(C)C1=NN(C(=C1)NC(=O)N[C@H]1CC[C@H](C2=CC=CC=C12)OC=1C=CC=2N(C1)C(=NN2)N2[C@H](CCC[C@H]2C)C)C=2C=NN(C2)CCO (1-[3-tert-Butyl-1′-(2-hydroxy-ethyl)-1′H-[1,4′]bipyrazolyl-5-yl]-3-{(1S,4R)-4-[3-((2S,6R)-2,6-dimethyl-piperidin-1-yl)-[1,2,4]triazolo[4,3-a]pyridin-6-yloxy]-1,2,3,4-tetrahydro-naphthalen-1-yl}-urea), CS(=O)(=O)Cl (methanesulfonyl chloride). The solvent is C(Cl)Cl (DCM). Run at time 1 hour. The product is C(C)(C)(C)C1=NN(C(=C1)NC(=O)N[C@H]1CC[C@H](C2=CC=CC=C12)OC=1C=CC=2N(C1)C(=NN2)N2[C@H](CCC[C@H]2C)C)C=2C=NN(C2)CCOS(=O)(=O)C (Methanesulfonic acid 2-[3-tert-butyl-5-(3-{(1S,4R)-4-[3-((2S,6R)-2,6-dimethyl-piperidin-1-yl)-[1,2,4]triazolo[4,3-a]pyridin-6-yloxy]-1,2,3,4-tetrahydro-naphthalen-1-yl}-ureido)-[1,4′]bipyrazolyl-1′-yl]-ethyl ester). RXN SMILES: [C:1]([C:5]1[CH:9]=[C:8]([NH:10][C:11]([NH:13][C@@H:14]2[C:23]3[C:18](=[CH:19][CH:20]=[CH:21][CH:22]=3)[C@H:17]([O:24][C:25]3[CH:26]=[CH:27][C:28]4[N:29]([C:31]([N:34]5[C@H:39]([CH3:40])[CH2:38][CH2:37][CH2:36][C@@H:35]5[CH3:41])=[N:32][N:33]=4)[CH:30]=3)[CH2:16][CH2:15]2)=[O:12])[N:7]([C:42]2[CH:43]=[N:44][N:45]([CH2:47][CH2:48][OH:49])[CH:46]=2)[N:6]=1)([CH3:4])([CH3:3])[CH3:2].CCN(C(C)C)C(C)C.[CH3:59][S:60](Cl)(=[O:62])=[O:61]>C(Cl)Cl>[C:1]([C:5]1[CH:9]=[C:8]([NH:10][C:11]([NH:13][C@@H:14]2[C:23]3[C:18](=[CH:19][CH:20]=[CH:21][CH:22]=3)[C@H:17]([O:24][C:25]3[CH:26]=[CH:27][C:28]4[N:29]([C:31]([N:34]5[C@H:35]([CH3:41])[CH2:36][CH2:37][CH2:38][C@@H:39]5[CH3:40])=[N:32][N:33]=4)[CH:30]=3)[CH2:16][CH2:15]2)=[O:12])[N:7]([C:42]2[CH:43]=[N:44][N:45]([CH2:47][CH2:48][O:49][S:60]([CH3:59])(=[O:62])=[O:61])[CH:46]=2)[N:6]=1)([CH3:3])([CH3:4])[CH3:2]. Procedure: To an ice-bath cooled solution of Intermediate 124b (174 mg, 0.26 mmol) in DCM (3 mL) was added DIPEA (182 μL, 1.0 mmol) followed by methanesulfonyl chloride (41 μL, 0.52 mmol). The reaction mixture was stirred for 1 h and then quenched with water. The aqueous phase was extracted with DCM (×3) and the combined organic layers were washed with brine, dried (MgSO4) and concentrated in vacuo to afford the title compound (Quantitative). Product used in the following step without further purification....